From a dataset of the Open Reaction Database (ORD), a public repository of structured organic reaction records. describe an organic reaction: reactants, conditions, products, and yield Reactants: OC=1C=C(C=CC1)C=C1C(OC(OC1=O)(C)C)=O (5-((3-Hydroxyphenyl)methylidene)-2,2-dimethyl-1,3-dioxane-4,6-dione), C1(CC1)[Mg]Br (cyclopropylmagnesium bromide). The solvent is C1CCOC1 (THF). Conditions: time 30 minute. The product is C1(CC1)C(C1C(OC(OC1=O)(C)C)=O)C1=CC(=CC=C1)O (5-(Cyclopropyl(3-hydroxyphenyl)methyl)-2,2-dimethyl-1,3-dioxane-4,6-dione). The yield is 87.2%. RXN SMILES: [OH:1][C:2]1[CH:3]=[C:4]([CH:8]=[C:9]2[C:14](=[O:15])[O:13][C:12]([CH3:17])([CH3:16])[O:11][C:10]2=[O:18])[CH:5]=[CH:6][CH:7]=1.[CH:19]1([Mg]Br)[CH2:21][CH2:20]1>C1COCC1>[CH:19]1([CH:8]([C:4]2[CH:5]=[CH:6][CH:7]=[C:2]([OH:1])[CH:3]=2)[CH:9]2[C:10](=[O:18])[O:11][C:12]([CH3:16])([CH3:17])[O:13][C:14]2=[O:15])[CH2:21][CH2:20]1. Reported procedure: To a solution of 8.1 (2.0 g, 8.06 mmol) in THF, was added cyclopropylmagnesium bromide (available from Aldrich) (96.7 mL, 48.3 mmol) via cannula at 0° C. The resulting heterogeneous mixture was warmed to room temperature, stirred for 30 minutes, and quenched with 1 N aq. HCl. The aqueous layer was extracted with EtOAc. The combined organic layers were washed with brine, dried sodium sulfate, filtered, and concentrated. The crude product was purified by silica gel flash chromatography (10-35% EtO...